Dataset: the Open Reaction Database (ORD), a public repository of structured organic reaction records. Task: describe an organic reaction: reactants, conditions, products, and yield Starting materials: C(=C)[B-](F)(F)F.[K+] (Potassium vinyltrifluoroborate), BrC=1N=NC(=CC1)C (3-bromo-6-methylpyridazine), C1(=CC=CC=C1)P(C1=CC=CC=C1)C1=CC=CC=C1 (triphenylphosphine), C(=O)([O-])[O-].[Cs+].[Cs+] (Cs2CO3). The reagents and catalysts are Cl[Pd]Cl (PdCl2). The solvent is O (water), O1CCCC1 (Tetrahydrofuran). Run at temperature 77.5 celsius. Product: CC=1N=NC(=CC1)C=C (3-methyl-6-vinylpyridazine). Reaction SMILES: [CH:1]([B-](F)(F)F)=[CH2:2].[K+].Br[C:9]1[N:10]=[N:11][C:12]([CH3:15])=[CH:13][CH:14]=1.C1(P(C2C=CC=CC=2)C2C=CC=CC=2)C=CC=CC=1.C([O-])([O-])=O.[Cs+].[Cs+]>O.Cl[Pd]Cl.O1CCCC1>[CH3:15][C:12]1[N:11]=[N:10][C:9]([CH:1]=[CH2:2])=[CH:14][CH:13]=1 |f:0.1,4.5.6|. Procedure details: Potassium vinyltrifluoroborate (Aldrich, 1.71 g, 12.7 mmol), 3-bromo-6-methylpyridazine (Example 148A, 1.95 g, 11.3 mmol) and triphenylphosphine (0.18 g, 0.67 mmol) were added at room temperature to a solution of Cs2CO3 (10.1 g, 31.0 mmol) in water (9.5 mL). Tetrahydrofuran (85 mL) was added, and the reaction flask was evacuated and purged with nitrogen (3 cycles). PdCl2 (50 mg, 0.28 mmol) was added, and the reaction flask was again evacuated and purged with nitrogen (3 cycles), then heated unde... Yields the product O1COC2=C1C=CC=C2C(CC(C(=O)NC2=C1C=CC=NC1=CC=C2)(C(F)(F)F)O)(C)C (4-(1,3-benzodioxol-4-yl)-N-(quinolin-5-yl)-2-hydroxy-4-methyl-2-(trifluoromethyl)pentanamide). Reaction SMILES: [O:1]1[C:5]2[CH:6]=[CH:7][CH:8]=[C:9]([C:10]([CH3:28])([CH3:27])[CH2:11][C:12](=[O:26])[C:13]([NH:15][C:16]3[CH:25]=[CH:24][CH:23]=[C:22]4[C:17]=3[CH:18]=[CH:19][CH:20]=[N:21]4)=[O:14])[C:4]=2[O:3][CH2:2]1.[F:29][C:30]([Si](C)(C)C)([F:32])[F:31].C(=O)([O-])[O-].[Cs+].[Cs+].[F-].C([N+](CCCC)(CCCC)CCCC)CCC>CN(C=O)C.O>[O:1]1[C:5]2[CH:6]=[CH:7][CH:8]=[C:9]([C:10]([CH3:28])([CH3:27])[CH2:11][C:12]([OH:26])([C:30]([F:32])([F:31])[F:29])[C:13]([NH:15][C:16]3[CH:25]=[CH:24][CH:23]=[C:22]4[C:17]=3[CH:18]=[CH:19][CH:20]=[N:21]4)=[O:14])[C:4]=2[O:3][CH2:2]1 |f:2.3.4,5.6|. Procedure: 22 mg of 4-(1,3-benzodioxol-4-yl)-N-(quinolin-5-yl)-4-methyl-2-oxopentanamide and 0.04 ml of trifluoromethyltrimethylsilane in 1 ml of DMF are mixed at 0° C. with 11 mg of cesium carbonate. After 2 hours, a spatula-tip full of tetrabutylammonium fluoride is added, and after another 20 minutes, the reaction is added to water. It is extracted 3 times with ethyl acetate, washed with water and brine, dried, and the solvent is removed in a vacuum. The remaining oil is separated by chromatography on s... Starting materials: [F-].C(CCC)[N+](CCCC)(CCCC)CCCC (tetrabutylammonium fluoride), O1COC2=C1C=CC=C2C(CC(C(=O)NC2=C1C=CC=NC1=CC=C2)=O)(C)C (4-(1,3-benzodioxol-4-yl)-N-(quinolin-5-yl)-4-methyl-2-oxopentanamide), FC(F)(F)[Si](C)(C)C (trifluoromethyltrimethylsilane), C([O-])([O-])=O.[Cs+].[Cs+] (cesium carbonate). Run at time 2 hour. Run in CN(C)C=O (DMF), O (water). Starting materials: [OH-].[Li+] (lithium hydroxide), COC(COCCCCN1[C@H](CCC1=O)\C=C\C(CC1=CC(=CC=C1)Cl)O)=O ((4-{(R)-2-[(E)-4-(3-chlorophenyl)-3-hydroxy-but-1-enyl]-5-oxo-pyrrolidin-1-yl}-butoxy)-acetic acid methyl ester), Cl (HCl). The solvent is C1CCOC1 (THF). Run at time 1 hour. Yields the product ClC=1C=C(C=CC1)CC(/C=C/[C@@H]1N(C(CC1)=O)CCCCOCC(=O)O)O ((4-{(R)-2-[(E)-4-(3-chlorophenyl)-3-hydroxy-but-1-enyl]-5-oxo-pyrrolidin-1-yl}-butoxy)-acetic acid). Isolated yield 97.2%. As a reaction SMILES: [OH-].[Li+].C[O:4][C:5](=[O:30])[CH2:6][O:7][CH2:8][CH2:9][CH2:10][CH2:11][N:12]1[C:16](=[O:17])[CH2:15][CH2:14][C@@H:13]1/[CH:18]=[CH:19]/[CH:20]([OH:29])[CH2:21][C:22]1[CH:27]=[CH:26][CH:25]=[C:24]([Cl:28])[CH:23]=1.Cl>C1COCC1>[Cl:28][C:24]1[CH:23]=[C:22]([CH2:21][CH:20]([OH:29])/[CH:19]=[CH:18]/[C@H:13]2[CH2:14][CH2:15][C:16](=[O:17])[N:12]2[CH2:11][CH2:10][CH2:9][CH2:8][O:7][CH2:6][C:5]([OH:30])=[O:4])[CH:27]=[CH:26][CH:25]=1 |f:0.1|. Procedure details: Aqueous lithium hydroxide (1.0 N, 0.04 mL) was added to a solution of (4-{(R)-2-[(E)-4-(3-chlorophenyl)-3-hydroxy-but-1-enyl]-5-oxo-pyrrolidin-1-yl}-butoxy)-acetic acid methyl ester (16 mg, 0.039 mmol) in THF (0.25 mL) at rt. After 1 h, aqueous HCl (0.5 N, 3 mL) was added and the mixture was extracted with ETOAc (2×5 mL). The combined organic phase was washed with brine (10 mL), dried (Na2SO4), filtered and concentrated in vacuo to afford 15 mg (97%) of (4-{(R)-2-[(E)-4-(3-chlorophenyl)-3-hydrox... Starting materials: C[Si](C)(C)CCOCn1ccc2c(N)ccnc21, CC(C)(C)[O-], Cc1ccccc1, CC(C)c1cc(C(C)C)c(-c2ccccc2P(C2CCCCC2)C2CCCCC2)c(C(C)C)c1, O=[N+]([O-])c1ccc(I)c(F)c1, [Na+], O=C(C=Cc1ccccc1)C=Cc1ccccc1, O=C(C=Cc1ccccc1)C=Cc1ccccc1, O=C(C=Cc1ccccc1)C=Cc1ccccc1, [Pd], [Pd]. The product is C[Si](C)(C)CCOCn1ccc2c(Nc3ccc([N+](=O)[O-])cc3F)ccnc21. As a reaction SMILES: [CH3:1][Si:2]([CH2:3][CH2:4][O:5][CH2:6][n:7]1[cH:8][cH:9][c:10]2[c:11]1[n:12][cH:13][cH:14][c:15]2[NH2:16])([CH3:17])[CH3:18].[CH3:30][C:31]([CH3:32])([O-:33])[CH3:34].[CH3:70][c:71]1[cH:72][cH:73][cH:74][cH:75][cH:76]1.[CH:36]1([P:37]([CH:38]2[CH2:39][CH2:40][CH2:41][CH2:42][CH2:43]2)[c:44]2[cH:45][cH:46][cH:47][cH:48][c:49]2-[c:50]2[c:51]([CH:52]([CH3:53])[CH3:54])[cH:55][c:56]([CH:57]([CH3:58])[CH3:59])[cH:60][c:61]2[CH:62]([CH3:63])[CH3:64])[CH2:65][CH2:66][CH2:67][CH2:68][CH2:69]1.[F:19][c:20]1[c:21]([I:29])[cH:22][cH:23][c:24]([N+:26](=[O:27])[O-:28])[cH:25]1.[Na+:35].[O:115]=[C:116]([CH:117]=[CH:118][c:119]1[cH:120][cH:121][cH:122][cH:123][cH:124]1)[CH:125]=[CH:126][c:127]1[cH:128][cH:129][cH:130][cH:131][cH:132]1.[O:79]=[C:80]([CH:81]=[CH:82][c:83]1[cH:84][cH:85][cH:86][cH:87][cH:88]1)[CH:89]=[CH:90][c:91]1[cH:92][cH:93][cH:94][cH:95][cH:96]1.[O:97]=[C:98]([CH:99]=[CH:100][c:101]1[cH:102][cH:103][cH:104][cH:105][cH:106]1)[CH:107]=[CH:108][c:109]1[cH:110][cH:111][cH:112][cH:113][cH:114]1.[Pd:77].[Pd:78]>>[CH3:1][Si:2]([CH2:3][CH2:4][O:5][CH2:6][n:7]1[cH:8][cH:9][c:10]2[c:11]1[n:12][cH:13][cH:14][c:15]2[NH:16][c:21]1[c:20]([F:19])[cH:25][c:24]([N+:26](=[O:27])[O-:28])[cH:23][cH:22]1)([CH3:17])[CH3:18]. The reactants are CCO, O=C[O-], CC1(C)OCC(C2C=Cc3cc(F)ccc3O2)O1, [NH4+]. Product: CC1(C)OCC(C2CCc3cc(F)ccc3O2)O1. Reaction SMILES: [CH3:23][CH2:24][OH:25].[CH:19]([O-:20])=[O:21].[F:1][c:2]1[cH:3][c:4]2[c:9]([cH:10][cH:11]1)[O:8][CH:7]([CH:12]1[O:13][C:14]([CH3:17])([CH3:18])[O:15][CH2:16]1)[CH:6]=[CH:5]2.[NH4+:22]>>[F:1][c:2]1[cH:3][c:4]2[c:9]([cH:10][cH:11]1)[O:8][CH:7]([CH:12]1[O:13][C:14]([CH3:17])([CH3:18])[O:15][CH2:16]1)[CH2:6][CH2:5]2.